This data is from the Open Reaction Database (ORD), a public repository of structured organic reaction records. The task is: describe an organic reaction: reactants, conditions, products, and yield Reactants: COC1=CC(=C(C=O)C=C1)C (4-methoxy-2-methyl-benzaldehyde), BrC1=C(C(=C(C=C1)OC)C(C)C)C (1-bromo-3-iso-propyl-4-methoxy-2-methyl-benzene), BrC1=C(C(=C(C=C1)OC)C(C)C)C (1-bromo-3-iso-propyl-4-methoxy-2-methyl-benzene), [Li]CCCC (n-BuLi). Solvent: C1CCOC1 (THF). Run at temperature -78 celsius, time 1 hour. Yields the product COC1=C(C(=C(C=C1)C(O)C1=C(C=C(C=C1)OC)C)C)C(C)C ((4′-methoxy-3′-iso-propyl-2′-methylphenyl)-(4-methoxy-2-methylphenyl)-methanol). Isolated yield 116.1%. Reaction SMILES: Br[C:2]1[CH:7]=[CH:6][C:5]([O:8][CH3:9])=[C:4]([CH:10]([CH3:12])[CH3:11])[C:3]=1[CH3:13].[Li]CCCC.[CH3:19][O:20][C:21]1[CH:28]=[CH:27][C:24]([CH:25]=[O:26])=[C:23]([CH3:29])[CH:22]=1>C1COCC1>[CH3:9][O:8][C:5]1[CH:6]=[CH:7][C:2]([CH:25]([C:24]2[CH:27]=[CH:28][C:21]([O:20][CH3:19])=[CH:22][C:23]=2[CH3:29])[OH:26])=[C:3]([CH3:13])[C:4]=1[CH:10]([CH3:12])[CH3:11]. Procedure details: To a stirring solution of 1-bromo-3-iso-propyl-4-methoxy-2-methyl-benzene (compound 7-16, step c; 0.7 g, 2.88 mmol) in THF (20 mL) at −78° C. was added n-BuLi (1.6 mL, 2.5 M in hexanes). The mixture was stirred at −78° C. for 1 hr and 4-methoxy-2-methyl-benzaldehyde (0.37 mL, 2.74 mmol) was added. The reaction mixture was stirred at −78° C. for 1 hr, allowed to warm to room temperature and stirred for 1 hr. The reaction mixture was quenched with saturated NH4Cl and diluted with diethyl ether. Th... Reactants: N1[C@@H](CCC1)COC1=C(C=C(C(=O)OC)C=C1)C(=O)OC (dimethyl (S)-4-(2-pyrrolidinylmethoxy)isophthalate), pentafluoro ester, COC=1C=C(C=CC1NC(=O)NC1=C(C=CC=C1)C)CC(=O)O (3-methoxy4-[N′-(2-methylphenyl)ureido]phenylacetic acid). Solvent: CN(C)C=O (DMF), CCOC(=O)C (EtOAc). Run at time 3.5 hour. Product: COC=1C=C(C=CC1NC(=O)NC1=C(C=CC=C1)C)CC(=O)N1[C@@H](CCC1)COC1=C(C=C(C(=O)OC)C=C1)C(=O)OC (dimethyl (S)-4-[1-[3-methoxy-4-[N′-(2-methylphenyl)ureido]phenylacetyl]-2-pyrrolidinylmethoxy]isophthalate). The yield is 115.0%. As a reaction SMILES: [NH:1]1[CH2:5][CH2:4][CH2:3][C@H:2]1[CH2:6][O:7][C:8]1[CH:17]=[CH:16][C:11]([C:12]([O:14][CH3:15])=[O:13])=[CH:10][C:9]=1[C:18]([O:20][CH3:21])=[O:19].[CH3:22][O:23][C:24]1[CH:25]=[C:26]([CH2:41][C:42](O)=[O:43])[CH:27]=[CH:28][C:29]=1[NH:30][C:31]([NH:33][C:34]1[CH:39]=[CH:38][CH:37]=[CH:36][C:35]=1[CH3:40])=[O:32]>CN(C=O)C.CCOC(C)=O>[CH3:22][O:23][C:24]1[CH:25]=[C:26]([CH2:41][C:42]([N:1]2[CH2:5][CH2:4][CH2:3][C@H:2]2[CH2:6][O:7][C:8]2[CH:17]=[CH:16][C:11]([C:12]([O:14][CH3:15])=[O:13])=[CH:10][C:9]=2[C:18]([O:20][CH3:21])=[O:19])=[O:43])[CH:27]=[CH:28][C:29]=1[NH:30][C:31]([NH:33][C:34]1[CH:39]=[CH:38][CH:37]=[CH:36][C:35]=1[CH3:40])=[O:32]. Procedure details: To a stirred solution of dimethyl (S)-4-(2-pyrrolidinylmethoxy)isophthalate (616 mg, 2.10 mmol) in DMF (13 mL) was added pentafluoro ester of 3-methoxy4-[N′-(2-methylphenyl)ureido]phenylacetic acid (1.00 g, 2.08 mmol) and Et3 N (425 μl, 3.12 mmol), and the resulting mixture was stirred for 3.5 hr at room temp. The resulting mixture was diluted with EtOAc, washed with 1 N HCl, sat. NaHCO3, brine, and dried over Na2SO4. After removal of the solvent, the residue was purified by column chromatograph... Reactants: C(OCC)([O-])[O-] (ethyl orthoformate), C(C=CCCCCCCCC)=O (undecenal), ClCCl (dichloromethane). Reagents/catalysts: C1(=CC=C(C=C1)S(=O)(=O)O)C (para-toluenesulfonic acid). Run in CO (methanol), CO (methanol). Yields the product COC(CCCCCCCCC=C)OC (11,11-dimethoxyundec-1-ene). Yield: 97.0%. Reaction SMILES: [CH:1]([O-:6])([O-])[O:2][CH2:3]C.[CH:7](=O)[CH:8]=[CH:9][CH2:10][CH2:11][CH2:12][CH2:13][CH2:14][CH2:15][CH2:16]C.Cl[CH2:20]Cl>CO.C1(C)C=CC(S(O)(=O)=O)=CC=1>[CH3:20][O:6][CH:1]([O:2][CH3:3])[CH2:16][CH2:15][CH2:14][CH2:13][CH2:12][CH2:11][CH2:10][CH2:9][CH:8]=[CH2:7]. Procedure details: 37.78 g of ethyl orthoformate (13.09 ml, 356 mmol, 2 eq.) and 1.691 g of para-toluenesulfonic acid (catalytic amount: 8.9 mmol, 0.051 eq.) are added to a solution of 30.05 g of 97% undecenal (37.10 ml, 173 mmol) dissolved in 500 ml of methanol. The reaction takes place over 12 hours and at reflux of the methanol. After addition of 500 ml of dichloromethane, the reaction mixture is washed successively with a 1% sodium carbonate solution (two times) and with a saturated sodium chloride solution, d... Starting materials: Cc1cc(C)c(C)cc1C, Cl[Al](Cl)Cl, O=C(Cl)CCl. Product: Cc1cc(C)c(C)c(C(=O)CCl)c1C. Reaction SMILES: [CH3:10][c:11]1[cH:12][c:13]([CH3:14])[c:15]([CH3:16])[cH:17][c:18]1[CH3:19].[Cl:1][Al:2]([Cl:3])[Cl:4].[Cl:5][CH2:6][C:7](=[O:8])[Cl:9]>>[Cl:5][CH2:6][C:7](=[O:8])[c:12]1[c:11]([CH3:10])[c:18]([CH3:19])[cH:17][c:15]([CH3:16])[c:13]1[CH3:14]. The reactants are BrC1=C2C=CN=CC2=CC=C1 (5-bromoisoquinoline), COC1CCNCC1 (4-methoxypiperidine), C(C)(C)(C)O[Na] (t-BuONa). Reagents/catalysts: C=1C=CC(=CC1)/C=C/C(=O)/C=C/C2=CC=CC=C2.C=1C=CC(=CC1)/C=C/C(=O)/C=C/C2=CC=CC=C2.C=1C=CC(=CC1)/C=C/C(=O)/C=C/C2=CC=CC=C2.[Pd].[Pd] (Pd2(dba)3), C=1C=CC(=CC1)P(C=2C=CC=CC2)C3=CC=C4C=CC=CC4=C3C5=C6C=CC=CC6=CC=C5P(C=7C=CC=CC7)C=8C=CC=CC8 (BINAP). Run at temperature 85 celsius, time 3 hour. The product is COC1CCN(CC1)C1=C2C=CN=CC2=CC=C1 (5-(4-methoxypiperidin-1-yl)isoquinoline). Isolated yield 52.3%. Reaction SMILES: Br[C:2]1[CH:11]=[CH:10][CH:9]=[C:8]2[C:3]=1[CH:4]=[CH:5][N:6]=[CH:7]2.[CH3:12][O:13][CH:14]1[CH2:19][CH2:18][NH:17][CH2:16][CH2:15]1.C(O[Na])(C)(C)C>C1C=CC(/C=C/C(/C=C/C2C=CC=CC=2)=O)=CC=1.C1C=CC(/C=C/C(/C=C/C2C=CC=CC=2)=O)=CC=1.C1C=CC(/C=C/C(/C=C/C2C=CC=CC=2)=O)=CC=1.[Pd].[Pd].C1C=CC(P(C2C(C3C(P(C4C=CC=CC=4)C4C=CC=CC=4)=CC=C4C=3C=CC=C4)=C3C(C=CC=C3)=CC=2)C2C=CC=CC=2)=CC=1>[CH3:12][O:13][CH:14]1[CH2:19][CH2:18][N:17]([C:2]2[CH:11]=[CH:10][CH:9]=[C:8]3[C:3]=2[CH:4]=[CH:5][N:6]=[CH:7]3)[CH2:16][CH2:15]1 |f:3.4.5.6.7|. Procedure: To 5-bromoisoquinoline (10.40 g, 50 mmol), 4-methoxypiperidine (4.92 mL, 50.0 mmol), Pd2(dba)3 (0.458 g, 0.500 mmol), BINAP (0.934 g, 1.500 mmol), and t-BuONa (6.73 g, 70.0 mmol) was added degassed toluene (60 mL) and the reaction was heated under N2 to 85° C. for 24 h and then to 105° C. for 3 h. The reaction mixture was cooled to ambient temperature and water was added. The phases were separated and the aqueous layer extracted three times with ethyl acetate. The combined organics were washed w... Reactants: NC=1C=C2C[C@@]3(C(NC4=NC=CC=C43)=O)CC2=CC1 ((S)-5-amino-1,3-dihydrospiro[indene-2,3′-pyrrolo[2,3-b]pyridin]-2′(1′H)-one), ClC1=CC(=NC=N1)C(=O)N1CCC2=CC(=CC=C12)F ((6-chloro-pyrimidin-4-yl)-(5-fluoro-2,3-dihydro-indol-1-yl)-methanone), Cl (hydrochloric acid), CC(C)O (2-propanol). Solvent: CN(C)C=O (DMF). Yields the product FC=1C=C2CCN(C2=CC1)C(=O)C1=CC(=NC=N1)NC=1C=C2C[C@@]3(C(NC4=NC=CC=C43)=O)CC2=CC1 ((S)-5-(6-(5-fluoroindoline-1-carbonyl)pyrimidin-4-ylamino)-1,3-dihydrospiro[indene-2,3′-pyrrolo[2,3-b]pyridin]-2′(1′H)-one). RXN SMILES: [NH2:1][C:2]1[CH:3]=[C:4]2[C:17](=[CH:18][CH:19]=1)[CH2:16][C@@:6]1([C:14]3[C:9](=[N:10][CH:11]=[CH:12][CH:13]=3)[NH:8][C:7]1=[O:15])[CH2:5]2.Cl[C:21]1[N:26]=[CH:25][N:24]=[C:23]([C:27]([N:29]2[C:37]3[C:32](=[CH:33][C:34]([F:38])=[CH:35][CH:36]=3)[CH2:31][CH2:30]2)=[O:28])[CH:22]=1.Cl.CC(O)C>CN(C=O)C>[F:38][C:34]1[CH:33]=[C:32]2[C:37](=[CH:36][CH:35]=1)[N:29]([C:27]([C:23]1[N:24]=[CH:25][N:26]=[C:21]([NH:1][C:2]3[CH:3]=[C:4]4[C:17](=[CH:18][CH:19]=3)[CH2:16][C@@:6]3([C:14]5[C:9](=[N:10][CH:11]=[CH:12][CH:13]=5)[NH:8][C:7]3=[O:15])[CH2:5]4)[CH:22]=1)=[O:28])[CH2:30][CH2:31]2. Reported procedure: 0.10 g (0.40 mmol) (S)-5-amino-1,3-dihydrospiro[indene-2,3′-pyrrolo[2,3-b]pyridin]-2′(1′H)-one, 0.11 g (0.40 mmol) (6-chloro-pyrimidin-4-yl)-(5-fluoro-2,3-dihydro-indol-1-yl)-methanone and 13 μL of a 4 molar aqueous hydrochloric acid solution were added to 2.0 mL of 2-propanol and the mixture was refluxed for 4 h. Then the reaction mixture was dissolved in DMF and purified by preparative HPLC-MS. The product-containing fractions were combined and the organic solvent was evaporated down. The resi... Reactants: ClC(=CCCl)Cl (1,1,3-trichloro-propene), C(CCCCC(=O)[O-])(=O)[O-].[K+].[K+] (potassium adipate), [I-].[K+] (potassium iodide). Run in C(C)N(CC)CC (triethylamine). Product: ClC(C=COC(CCCCC(=O)OC=CC(Cl)Cl)=O)Cl (bis(3,3-dichloropropenyl)adipate). As a reaction SMILES: [Cl:1][C:2]([Cl:6])=[CH:3][CH2:4]Cl.[C:7]([O-:16])(=[O:15])[CH2:8][CH2:9][CH2:10][CH2:11][C:12]([O-:14])=[O:13].[K+].[K+].[I-].[K+]>C(N(CC)CC)C>[Cl:1][CH:2]([Cl:6])[CH:3]=[CH:4][O:13][C:12](=[O:14])[CH2:11][CH2:10][CH2:9][CH2:8][C:7]([O:16][CH:4]=[CH:3][CH:2]([Cl:6])[Cl:1])=[O:15] |f:1.2.3,4.5|. Procedure details: 62 g of 1,1,3-trichloro-propene, prepared according as described in Example 1, were reacted with 36.6 g of potassium adipate for 6 hours at 135° C. in the presence of 2 g of triethylamine and 0.3 g of potassium iodide. The reaction product was then washed and freed of the low-boiling components by means of distillation under vacuum. By a successive molecular distillation (120° C./10-4 mm Hg) 47 g of a substance were obtained which on elementary analysis showed the following composition: